From a dataset of the Open Reaction Database (ORD), a public repository of structured organic reaction records. describe an organic reaction: reactants, conditions, products, and yield Reactants: FC(CNC(=O)C1(C2=CC=CC=C2OC=2C=CC=CC12)CCCCBr)(F)F (9-(4-bromo-butyl)-9H-xanthene-9-carboxylic acid-(2,2,2-trifluoro-ethyl)-amide), N1(CCNCCC1)C1=NC2=CC=CC=C2C=C1 (2-[1.4]diazepan-1-yl-quinoline). Yields the product FC(CNC(=O)C1(C2=CC=CC=C2OC=2C=CC=CC12)CCCCN1CCN(CCC1)C1=NC2=CC=CC=C2C=C1)(F)F (9-[4-(4-quinolin-2-yl-[1.4]diazepan-1-yl)-butyl]-9H-xanthene-9-carboxylic acid-(2,2,2-trifluoro-ethyl)-amide). Reaction SMILES: [F:1][C:2]([F:27])([F:26])[CH2:3][NH:4][C:5]([C:7]1([CH2:21][CH2:22][CH2:23][CH2:24]Br)[C:20]2[CH:19]=[CH:18][CH:17]=[CH:16][C:15]=2[O:14][C:13]2[C:8]1=[CH:9][CH:10]=[CH:11][CH:12]=2)=[O:6].[N:28]1([C:35]2[CH:44]=[CH:43][C:42]3[C:37](=[CH:38][CH:39]=[CH:40][CH:41]=3)[N:36]=2)[CH2:34][CH2:33][CH2:32][NH:31][CH2:30][CH2:29]1>>[F:1][C:2]([F:27])([F:26])[CH2:3][NH:4][C:5]([C:7]1([CH2:21][CH2:22][CH2:23][CH2:24][N:31]2[CH2:32][CH2:33][CH2:34][N:28]([C:35]3[CH:44]=[CH:43][C:42]4[C:37](=[CH:38][CH:39]=[CH:40][CH:41]=4)[N:36]=3)[CH2:29][CH2:30]2)[C:20]2[CH:19]=[CH:18][CH:17]=[CH:16][C:15]=2[O:14][C:13]2[C:8]1=[CH:9][CH:10]=[CH:11][CH:12]=2)=[O:6]. Reported procedure: Prepared analogously to Example 2 from 9-(4-bromo-butyl)-9H-xanthene-9-carboxylic acid-(2,2,2-trifluoro-ethyl)-amide and 2-[1.4]diazepan-1-yl-quinoline. The reactants are [H-], CI, [Na+], CN(C)C=O, OC(c1ccccc1)c1cnc2c(C(F)(F)F)cccc2c1-c1ccccc1. Yields the product COC(c1ccccc1)c1cnc2c(C(F)(F)F)cccc2c1-c1ccccc1. RXN SMILES: [H-:30].[I:31][CH3:32].[Na+:29].[O:33]=[CH:34][N:35]([CH3:36])[CH3:37].[c:1]1([CH:7]([OH:8])[c:9]2[cH:10][n:11][c:12]3[c:13]([C:25]([F:26])([F:27])[F:28])[cH:14][cH:15][cH:16][c:17]3[c:18]2-[c:19]2[cH:20][cH:21][cH:22][cH:23][cH:24]2)[cH:2][cH:3][cH:4][cH:5][cH:6]1>>[c:1]1([CH:7]([O:8][CH3:32])[c:9]2[cH:10][n:11][c:12]3[c:13]([C:25]([F:26])([F:27])[F:28])[cH:14][cH:15][cH:16][c:17]3[c:18]2-[c:19]2[cH:20][cH:21][cH:22][cH:23][cH:24]2)[cH:2][cH:3][cH:4][cH:5][cH:6]1. Starting materials: Cc1oc(-c2ccccc2)nc1CCOc1ccc(NC(=O)OC(C)(C)C)cc1, CCOC(=O)c1ccccc1CBr, CS(C)=O, [K+], [OH-]. Product: CCOC(=O)c1ccccc1CN(C(=O)OC(C)(C)C)c1ccc(OCCc2nc(-c3ccccc3)oc2C)cc1. As a reaction SMILES: [C:3]([CH3:4])([CH3:5])([CH3:6])[O:7][C:8]([NH:9][c:10]1[cH:11][cH:12][c:13]([O:16][CH2:17][CH2:18][c:19]2[n:20][c:21](-[c:25]3[cH:26][cH:27][cH:28][cH:29][cH:30]3)[o:22][c:23]2[CH3:24])[cH:14][cH:15]1)=[O:31].[CH2:32]([CH3:33])[O:34][C:35]([c:36]1[c:37]([CH2:42][Br:43])[cH:38][cH:39][cH:40][cH:41]1)=[O:44].[CH3:45][S:46]([CH3:47])=[O:48].[K+:2].[OH-:1]>>[C:3]([CH3:4])([CH3:5])([CH3:6])[O:7][C:8]([N:9]([c:10]1[cH:11][cH:12][c:13]([O:16][CH2:17][CH2:18][c:19]2[n:20][c:21](-[c:25]3[cH:26][cH:27][cH:28][cH:29][cH:30]3)[o:22][c:23]2[CH3:24])[cH:14][cH:15]1)[CH2:42][c:37]1[c:36]([C:35]([O:34][CH2:32][CH3:33])=[O:44])[cH:41][cH:40][cH:39][cH:38]1)=[O:31]. The reactants are C(CCC)OC(=O)N1C[C@H]([C@H](CC1)CCCC1=CC=CC=C1)OC(CCl)=O (1-butyloxycarbonyl(cis)-3-(chloroacetoxy)-4-(3-phenylpropyl)piperidine), C(=O)([O-])[O-].[K+].[K+] (K2CO3), [Na+].[Cl-] (NaCl). Run in CO (methanol). Product: C(CCC)OC(=O)N1C[C@H]([C@H](CC1)CCCC1=CC=CC=C1)O (1-butyloxycarbonyl (cis)-3-hydroxy-4-(3-phenylpropyl)piperidine). Reaction SMILES: [CH2:1]([O:5][C:6]([N:8]1[CH2:13][CH2:12][C@H:11]([CH2:14][CH2:15][CH2:16][C:17]2[CH:22]=[CH:21][CH:20]=[CH:19][CH:18]=2)[C@H:10]([O:23]C(=O)CCl)[CH2:9]1)=[O:7])[CH2:2][CH2:3][CH3:4].C([O-])([O-])=O.[K+].[K+].[Na+].[Cl-]>CO>[CH2:1]([O:5][C:6]([N:8]1[CH2:13][CH2:12][C@H:11]([CH2:14][CH2:15][CH2:16][C:17]2[CH:22]=[CH:21][CH:20]=[CH:19][CH:18]=2)[C@H:10]([OH:23])[CH2:9]1)=[O:7])[CH2:2][CH2:3][CH3:4] |f:1.2.3,4.5|. Reported procedure: A solution of 0.173 g (0.44 mmol) of 1-butyloxycarbonyl(cis)-3-(chloroacetoxy)-4-(3-phenylpropyl)piperidine and 0.30 g (2.2 mmol) of K2CO3 in 5 mL of methanol was stirred at rt for 24 h. To the reaction mixture was added 20 mL of sat'd NaCl solution and the mixture was extracted with ether. The combined organic fractions were dried over MgSO4, filtered and the filtrate was concentrated. The residue was purified by chromatography (silica, hexanes:ethyl acetate, 1:1) to give 1-butyloxycarbonyl (ci... Yield: 68.6%. Product: N1=C(NC2=C1C=CC=C2)C=2OC1=CC(=CC=C1C(C2)=O)OC (2-benzimidazolyl-7-methoxychromone). As a reaction SMILES: [CH3:1][O:2][C:3]1[CH:12]=[C:11]2[C:6]([C:7](=[O:14])[C:8](I)=[CH:9][O:10]2)=[CH:5][CH:4]=1.[N:15]1[C:19]2[CH:20]=[CH:21][CH:22]=[CH:23][C:18]=2[NH:17][CH:16]=1.C(=O)([O-])[O-].[K+].[K+]>CN(C)C=O>[N:15]1[C:19]2[CH:20]=[CH:21][CH:22]=[CH:23][C:18]=2[NH:17][C:16]=1[C:9]1[O:10][C:11]2[C:6]([C:7](=[O:14])[CH:8]=1)=[CH:5][CH:4]=[C:3]([O:2][CH3:1])[CH:12]=2 |f:2.3.4|. Starting materials: ice water, COC1=CC=C2C(C(=COC2=C1)I)=O (7-methoxy-3-iodochromone), N1=CNC2=C1C=CC=C2 (benzimidazole), C([O-])([O-])=O.[K+].[K+] (potassium carbonate). Run in CN(C=O)C (dimethylformamide). Procedure: A mixture of 7-methoxy-3-iodochromone (151 mg) prepared in Example 21, benzimidazole (236 mg), potassium carbonate (1382 mg), and dimethylformamide (15 ml) was reacted at 80° C. for 2 hours with stirring. The reaction mixture was added to ice water and extracted from chloroform. The organic layer was dried over anhydrous sodium sulfate, and concentrated under reduced pressure. The residue was purifiedby the silica gel column chromatography, and recrystallized from benzene/hexane to give the titl... Reactants: CC(C=C)=O (Butenone), C1(=CC(=CC=C1)C(C=O)C=1C=C(C=CC1)C)C (bis-(3-tolyl)acetaldehyde), [OH-].[K+] (potassium hydroxide). The solvent is C(C)OCC (ethyl ether), C(C)O (ethanol), C(C)(=O)OCC (ethyl acetate), O (water). Reaction conditions: temperature 0 celsius, time 2 hour. The product is C1(=CC(=CC=C1)C1(C=CC(CC1)=O)C=1C=C(C=CC1)C)C (4,4 -bis-(3-Tolyl)-cyclohexenone). As a reaction SMILES: [CH3:1][C:2](=[O:5])[CH:3]=[CH2:4].[C:6]1([CH3:22])[CH:11]=[CH:10][CH:9]=[C:8]([CH:12]([C:15]2[CH:16]=[C:17]([CH3:21])[CH:18]=[CH:19][CH:20]=2)[CH:13]=O)[CH:7]=1.[OH-].[K+]>C(OCC)C.C(O)C.C(OCC)(=O)C.O>[C:17]1([CH3:21])[CH:18]=[CH:19][CH:20]=[C:15]([C:12]2([C:8]3[CH:7]=[C:6]([CH3:22])[CH:11]=[CH:10][CH:9]=3)[CH2:13][CH2:1][C:2](=[O:5])[CH:3]=[CH:4]2)[CH:16]=1 |f:2.3|. Reported procedure: Butenone (7.23 cc) is added to a solution of bis-(3-tolyl)acetaldehyde (20.4 g) in ethyl ether (110 cc) and then, after cooling to 0° C., a solution of potassium hydroxide (2 g) in ethanol (12.7 cc) is added dropwise. The reaction mixture is stirred for 2 hours at 0° C. and then for 16 hours at 25° C. and diluted with ethyl acetate (200 cc) and water (200 cc). The aqueous phase is washed with ethyl acetate (2×250 cc). The combined organic phases are washed with water (2×250 cc) and then with sat...